This data is from the Open Reaction Database (ORD), a public repository of structured organic reaction records. The task is: describe an organic reaction: reactants, conditions, products, and yield Starting materials: ClC1=NC=C(C(=N1)N[C@@H]1CC(CCC1)=O)F ((3S)-3-[(2-chloro-5-fluoro-pyrimidin-4-yl)amino]cyclohexanone), C[Mg]Br (methylmagnesium bromide), [NH4+].[Cl-] (NH4Cl), CCOC(=O)C (EtOAc). Solvent: C1CCOC1 (THF). Reaction conditions: time 5 minute. Product: ClC1=NC=C(C(=N1)N[C@@H]1CC(CCC1)(O)C)F ((3S)-3-(2-chloro-5-fluoropyrimidin-4-ylamino)-1-methylcyclohexanol). Reaction SMILES: [Cl:1][C:2]1[N:7]=[C:6]([NH:8][C@H:9]2[CH2:14][CH2:13][CH2:12][C:11](=[O:15])[CH2:10]2)[C:5]([F:16])=[CH:4][N:3]=1.[CH3:17][Mg]Br.[NH4+].[Cl-].CCOC(C)=O>C1COCC1>[Cl:1][C:2]1[N:7]=[C:6]([NH:8][C@H:9]2[CH2:14][CH2:13][CH2:12][C:11]([CH3:17])([OH:15])[CH2:10]2)[C:5]([F:16])=[CH:4][N:3]=1 |f:2.3|. Reported procedure: To a solution of (3S)-3-[(2-chloro-5-fluoro-pyrimidin-4-yl)amino]cyclohexanone (1.83 g, 7.49 mmol) in THF (100 mL) was added methylmagnesium bromide (21.4 ml of 1.4M solution, 29.96 mmol) at room temperature. The reaction mixture was stirred at room temperature for 5 minutes. To the reaction mixture was added aqueous saturated NH4Cl solution and EtOAc. The organic phase was washed with brine and dried with MgSO4, filtered and concentrated in vacuo. The two spots were separated by silica gel chro... The reactants are O=C([O-])[O-], CS(=O)(=O)O, [K+], [K+], CC(C)(C)OC(=O)N1CCC(c2ccc(O)cc2)C(O)C1, OCCCCc1ccccc1. Yields the product CC(C)(C)OC(=O)N1CCC(c2ccc(OCCCCc3ccccc3)cc2)C(O)C1. As a reaction SMILES: [C:38](=[O:39])([O-:40])[O-:41].[CH3:22][S:23]([OH:24])(=[O:25])=[O:26].[K+:42].[K+:43].[OH:1][CH:2]1[CH2:3][N:4]([C:15](=[O:16])[O:17][C:18]([CH3:19])([CH3:20])[CH3:21])[CH2:5][CH2:6][CH:7]1[c:8]1[cH:9][cH:10][c:11]([OH:14])[cH:12][cH:13]1.[c:27]1([CH2:33][CH2:34][CH2:35][CH2:36][OH:37])[cH:28][cH:29][cH:30][cH:31][cH:32]1>>[OH:1][CH:2]1[CH2:3][N:4]([C:15](=[O:16])[O:17][C:18]([CH3:19])([CH3:20])[CH3:21])[CH2:5][CH2:6][CH:7]1[c:8]1[cH:9][cH:10][c:11]([O:14][CH2:36][CH2:35][CH2:34][CH2:33][c:27]2[cH:28][cH:29][cH:30][cH:31][cH:32]2)[cH:12][cH:13]1. Reactants: Cl.C(C1=CC=CC=C1)C(C(=O)OC)CN1CCC(CC1)(F)C1=CC=C(C=C1)Cl (methyl 2-benzyl-3-[4-(4-chlorophenyl)-4-fluoropiperidin-1-yl]propionate hydrochloride), [OH-].[Na+] (sodium hydroxide). The solvent is CO (methanol). Conditions: time 1 hour. Yields the product Cl.C(C1=CC=CC=C1)C(C(=O)O)CN1CCC(CC1)(F)C1=CC=C(C=C1)Cl (2-Benzyl-3-[4-(4-chlorophenyl)-4-fluoropiperidin-1-yl]propionic acid Hydrochloride). Isolated yield 55.0%. As a reaction SMILES: Cl.[CH2:2]([CH:9]([CH2:14][N:15]1[CH2:20][CH2:19][C:18]([C:22]2[CH:27]=[CH:26][C:25]([Cl:28])=[CH:24][CH:23]=2)([F:21])[CH2:17][CH2:16]1)[C:10]([O:12]C)=[O:11])[C:3]1[CH:8]=[CH:7][CH:6]=[CH:5][CH:4]=1.[OH-].[Na+]>CO>[ClH:28].[CH2:2]([CH:9]([CH2:14][N:15]1[CH2:16][CH2:17][C:18]([C:22]2[CH:23]=[CH:24][C:25]([Cl:28])=[CH:26][CH:27]=2)([F:21])[CH2:19][CH2:20]1)[C:10]([OH:12])=[O:11])[C:3]1[CH:4]=[CH:5][CH:6]=[CH:7][CH:8]=1 |f:0.1,2.3,5.6|. Reported procedure: To a solution of methyl 2-benzyl-3-[4-(4-chlorophenyl)-4-fluoropiperidin-1-yl]propionate hydrochloride in methanol (2.5 mL) was added 50% aqueous sodium hydroxide solution (1 mL) and the resulting solution heated to reflux under N2 for 14 hours. After this time the reaction was cooled and concentrated. The residue was treated with 2N hydrochloric acid (6 mL) and the mixture stirred for 1 hr. The reaction was then extracted with 2-butanone (3×10 mL) and the extracts dried over magnesium sulfate, ... Starting materials: CCO, [Cl-], O=[N+]([O-])c1ccc(Cl)nc1NCC1OCCO1, [Fe], [Na+], O. Yields the product Nc1ccc(Cl)nc1NCC1OCCO1. RXN SMILES: [CH3:20][CH2:21][OH:22].[Cl-:2].[Cl:3][c:4]1[cH:5][cH:6][c:7]([N+:17]([O-:18])=[O:19])[c:8]([NH:10][CH2:11][CH:12]2[O:13][CH2:14][CH2:15][O:16]2)[n:9]1.[Fe:24].[Na+:1].[OH2:23]>>[Cl:3][c:4]1[cH:5][cH:6][c:7]([NH2:17])[c:8]([NH:10][CH2:11][CH:12]2[O:13][CH2:14][CH2:15][O:16]2)[n:9]1.